From a dataset of the Open Reaction Database (ORD), a public repository of structured organic reaction records. describe an organic reaction: reactants, conditions, products, and yield Reactants: CC(=O)OC(C)=O, Cc1ccc2cc(N)ccc2n1, c1ccncc1. Product: CC(=O)Nc1ccc2nc(C)ccc2c1. RXN SMILES: [CH3:13][C:14](=[O:15])[O:16][C:17](=[O:18])[CH3:19].[NH2:1][c:2]1[cH:3][c:4]2[cH:5][cH:6][c:7]([CH3:12])[n:8][c:9]2[cH:10][cH:11]1.[cH:20]1[cH:21][cH:22][n:23][cH:24][cH:25]1>>[NH:1]([c:2]1[cH:3][c:4]2[cH:5][cH:6][c:7]([CH3:12])[n:8][c:9]2[cH:10][cH:11]1)[C:14]([CH3:13])=[O:15]. Starting materials: C([O-])([O-])=O.[K+].[K+] (potassium carbonate), C(=O)([O-])[O-].[K+].[K+] (K2CO3), C(C)(SCCCC\C=C/C\C=C/C\C=C/C\C=C/C\C=C/CC)=O (S-(5Z,8Z,11Z,14Z,17Z)-Icosa-5,8,11,14,17-pentaenyl ethanethioate). The solvent is CO (MeOH). Reaction conditions: time 10 minute. The product is C(CCC\C=C/C\C=C/C\C=C/C\C=C/C\C=C/CC)S ((5Z,8Z,11Z,14Z,17Z)-icosa-5,8,11,14,17-pentaene-1-thiol). The yield is 97.4%. Reaction SMILES: C(=O)([S:3][CH2:4][CH2:5][CH2:6][CH2:7]/[CH:8]=[CH:9]\[CH2:10]/[CH:11]=[CH:12]\[CH2:13]/[CH:14]=[CH:15]\[CH2:16]/[CH:17]=[CH:18]\[CH2:19]/[CH:20]=[CH:21]\[CH2:22][CH3:23])C.C(=O)([O-])[O-].[K+].[K+]>CO>[CH2:4]([SH:3])[CH2:5][CH2:6][CH2:7]/[CH:8]=[CH:9]\[CH2:10]/[CH:11]=[CH:12]\[CH2:13]/[CH:14]=[CH:15]\[CH2:16]/[CH:17]=[CH:18]\[CH2:19]/[CH:20]=[CH:21]\[CH2:22][CH3:23] |f:1.2.3|. Procedure: S-(5Z,8Z,11Z,14Z,17Z)-Icosa-5,8,11,14,17-pentaenyl ethanethioate (7.00 g, 20.2 mmol) was dissolved in MeOH (100 mL) by stirring 10 minutes until the droplets of oil dissolved, before anhydrous potassium carbonate, K2CO3 (2.79 g, 20.2 mmol) was added in one portion. The mixture was stirred for 1 hour and 20 minutes at ambient temperature and quenched by addition of 1 M HCl (50 mL) and water (150 mL). The white cloudy mixture was added Et2O (250 mL) and the phases were separated. The water phase w... The reactants are FC1=C(C=CC=C1)C1=CC=C2C(=N1)C(=CN2)C=2C=C(C=NC2)N2CCC(CC2)NC(OC(C)(C)C)=O (tert-butyl 1-(5-(5-(2-fluorophenyl)-1H-pyrrolo[3,2-b]pyridin-3-yl)pyridin-3-yl)piperidin-4-ylcarbamate), Cl (HCl). The solvent is CO (MeOH), C(Cl)Cl (DCM). Run at temperature 50 celsius, time 30 minute. Yields the product FC1=C(C=CC=C1)C1=CC=C2C(=N1)C(=CN2)C=2C=C(C=NC2)N2CCC(CC2)N (1-(5-(5-(2-fluorophenyl)-1H-pyrrolo[3,2-b]pyridin-3-yl)pyridin-3-yl)piperidin-4-amine). Reaction SMILES: [F:1][C:2]1[CH:7]=[CH:6][CH:5]=[CH:4][C:3]=1[C:8]1[N:13]=[C:12]2[C:14]([C:17]3[CH:18]=[C:19]([N:23]4[CH2:28][CH2:27][CH:26]([NH:29]C(=O)OC(C)(C)C)[CH2:25][CH2:24]4)[CH:20]=[N:21][CH:22]=3)=[CH:15][NH:16][C:11]2=[CH:10][CH:9]=1.Cl>CO.C(Cl)Cl>[F:1][C:2]1[CH:7]=[CH:6][CH:5]=[CH:4][C:3]=1[C:8]1[N:13]=[C:12]2[C:14]([C:17]3[CH:18]=[C:19]([N:23]4[CH2:24][CH2:25][CH:26]([NH2:29])[CH2:27][CH2:28]4)[CH:20]=[N:21][CH:22]=3)=[CH:15][NH:16][C:11]2=[CH:10][CH:9]=1. Procedure details: A solution of tert-butyl 1-(5-(5-(2-fluorophenyl)-1-tosyl-1H-pyrrolo[3,2-b]pyridin-3-yl)pyridin-3-yl)piperidin-4-ylcarbamate (125 mg, 0.195 mmol) in THF (3 mL) was treated with NaOH 10N (0.195 mL, 1.948 mmol). The reaction was heated to reflux at 80° C. After 4 h, the solution was cooled to 23° C., concentrated in vacuo and purified by silica gel chromatography (eluent: 1-5% MeOH/DCM), affording tert-butyl 1-(5-(5-(2-fluorophenyl)-1H-pyrrolo[3,2-b]pyridin-3-yl)pyridin-3-yl)piperidin-4-ylcarbamat...